From a dataset of the Open Reaction Database (ORD), a public repository of structured organic reaction records. describe an organic reaction: reactants, conditions, products, and yield Reactants: C(C)OC(C(C(=O)OCC)C=1N=C(SC1)N)=O (2-(2-amino-4-thiazolyl)malonic acid diethyl ester), C(OC(C)(C)C)(=O)OC(=O)[O-] (t-butyl pyrocarbonate). The solvent is C(C)(=O)OCC (ethyl acetate). Conditions: temperature 80 celsius, time 8 hour. The product is C(C)OC(C(C(=O)OCC)C=1N=C(SC1)NC(=O)OC(C)(C)C)=O (2-(2-t-butoxycarbonylamino-4-thiazolyl)malonic acid diethyl ester). Yield: 73.3%. RXN SMILES: [CH2:1]([O:3][C:4](=[O:17])[CH:5]([C:11]1[N:12]=[C:13]([NH2:16])[S:14][CH:15]=1)[C:6]([O:8][CH2:9][CH3:10])=[O:7])[CH3:2].[C:18](OC([O-])=O)(=[O:24])[O:19][C:20]([CH3:23])([CH3:22])[CH3:21]>C(OCC)(=O)C>[CH2:1]([O:3][C:4](=[O:17])[CH:5]([C:11]1[N:12]=[C:13]([NH:16][C:18]([O:19][C:20]([CH3:23])([CH3:22])[CH3:21])=[O:24])[S:14][CH:15]=1)[C:6]([O:8][CH2:9][CH3:10])=[O:7])[CH3:2]. Reported procedure: To a solution of 2-(2-amino-4-thiazolyl)malonic acid diethyl ester in t-butyl pyrocarbonate (2.25 equivalents). After stirring at 80° C. overnight, the mixture is diluted with ethyl acetate, washed with diluted hydrochloric acid, aqueous sodium hydrogen carbonate, and water, dried and concentrated under vacuum to give 2-(2-t-butoxycarbonylamino-4-thiazolyl)malonic acid diethyl ester. Yield: 73.3%. Starting materials: C(C(C)C)N([C@@H](CCCCNC(CI)=O)C(=O)O)S(=O)(=O)C1=CC=C(C=C1)C (Nα-isobutyl-Nα-(4-methylbenzenesulfonyl)-Nε-iodoacetyl-L-lysine), COC1=C(CN)C=CC=C1OC (2,3-dimethoxybenzylamine), CCN(C(C)C)C(C)C (DIEA). Product: CC1=CC=C(C=C1)S(=O)(=O)N(CC(C)C)[C@@H](CCCCNC(=O)CNCC2=C(C(=CC=C2)OC)OC)C(=O)O (Nα-isobutyl-Nα-(4-methylbenzenesulfonyl)-Nε-[N′α-(2,3-dimethoxybenzyl)glycyl]-L-lysine), solid. Isolated yield 16.0%. RXN SMILES: [CH2:1]([N:5]([S:19]([C:22]1[CH:27]=[CH:26][C:25]([CH3:28])=[CH:24][CH:23]=1)(=[O:21])=[O:20])[C@H:6]([C:16]([OH:18])=[O:17])[CH2:7][CH2:8][CH2:9][CH2:10][NH:11][C:12](=[O:15])[CH2:13]I)[CH:2]([CH3:4])[CH3:3].CCN(C(C)C)C(C)C.[CH3:38][O:39][C:40]1[C:47]([O:48][CH3:49])=[CH:46][CH:45]=[CH:44][C:41]=1[CH2:42][NH2:43]>>[CH3:28][C:25]1[CH:26]=[CH:27][C:22]([S:19]([N:5]([C@H:6]([C:16]([OH:18])=[O:17])[CH2:7][CH2:8][CH2:9][CH2:10][NH:11][C:12]([CH2:13][NH:43][CH2:42][C:41]2[CH:44]=[CH:45][CH:46]=[C:47]([O:48][CH3:49])[C:40]=2[O:39][CH3:38])=[O:15])[CH2:1][CH:2]([CH3:4])[CH3:3])(=[O:21])=[O:20])=[CH:23][CH:24]=1. Procedure details: The title compound was prepared from Nα-isobutyl-Nα-(4-methylbenzenesulfonyl)-Nε-iodoacetyl-L-lysine (150 mg, 0.29 mmol, example 105, step B) by following the indications of general procedure H using DIEA (0.14 mL, 0.81 mmol) and 2,3-dimethoxybenzylamine (0.12 mL, 0.81 mmol). The crude material was purified by preparative HPLC. The product was isolated as a solid (25 mg, 16% yield). Starting materials: CSc1ccc(C=O)cc1, FC(F)(F)c1nnc2ccc(N3CCNCC3)nn12. Product: CSc1ccc(CN2CCN(c3ccc4nnc(C(F)(F)F)n4n3)CC2)cc1. Reaction SMILES: [CH3:20][S:21][c:22]1[cH:23][cH:24][c:25]([CH:26]=[O:27])[cH:28][cH:29]1.[N:1]1([c:7]2[cH:8][cH:9][c:10]3[n:11]([n:12]2)[c:13]([C:16]([F:17])([F:18])[F:19])[n:14][n:15]3)[CH2:2][CH2:3][NH:4][CH2:5][CH2:6]1>>[N:1]1([c:7]2[cH:8][cH:9][c:10]3[n:11]([n:12]2)[c:13]([C:16]([F:17])([F:18])[F:19])[n:14][n:15]3)[CH2:2][CH2:3][N:4]([CH2:26][c:25]2[cH:24][cH:23][c:22]([S:21][CH3:20])[cH:29][cH:28]2)[CH2:5][CH2:6]1. The reactants are O=C([O-])O, C1COCCN1, Cc1nnc(-c2ccc3occ(C(=O)O)c3c2)o1, CCOC(C)=O, CN(C)C=O, O=C(Cl)C(=O)Cl, [Na+], C1CCOC1. Yields the product Cc1nnc(-c2ccc3occ(C(=O)N4CCOCC4)c3c2)o1. Reaction SMILES: [C:31](=[O:32])([O-:33])[OH:34].[CH2:25]1[CH2:26][O:27][CH2:28][CH2:29][NH:30]1.[CH3:1][c:2]1[n:3][n:4][c:5](-[c:7]2[cH:8][cH:9][c:10]3[c:11]([c:12]([C:15](=[O:16])[OH:17])[cH:13][o:14]3)[cH:18]2)[o:6]1.[CH3:41][CH2:42][O:43][C:44](=[O:45])[CH3:46].[CH3:47][N:48]([CH3:49])[CH:50]=[O:51].[Cl:19][C:20]([C:21]([Cl:22])=[O:23])=[O:24].[Na+:35].[O:36]1[CH2:37][CH2:38][CH2:39][CH2:40]1>>[CH3:1][c:2]1[n:3][n:4][c:5](-[c:7]2[cH:8][cH:9][c:10]3[c:11]([c:12]([C:15](=[O:17])[N:30]4[CH2:25][CH2:26][O:27][CH2:28][CH2:29]4)[cH:13][o:14]3)[cH:18]2)[o:6]1.